This data is from the Open Reaction Database (ORD), a public repository of structured organic reaction records. The task is: describe an organic reaction: reactants, conditions, products, and yield Reactants: O=C([O-])CC1(C(=O)[O-])CCc2c1[nH]c1ccc(OCc3ccc(C4CCCC4)c(C(F)(F)F)c3)cc21, [Cl-], [NH4+], [Na+], [Na+], O. Yields the product O=C(O)CC1CCc2c1[nH]c1ccc(OCc3ccc(C4CCCC4)c(C(F)(F)F)c3)cc21. As a reaction SMILES: [C:1](=[O:2])([O-:3])[CH2:4][C:5]1([C:34]([O-:35])=[O:36])[CH2:6][CH2:7][c:8]2[c:9]1[nH:10][c:11]1[cH:12][cH:13][c:14]([O:17][CH2:18][c:19]3[cH:20][c:21]([C:30]([F:31])([F:32])[F:33])[c:22]([CH:25]4[CH2:26][CH2:27][CH2:28][CH2:29]4)[cH:23][cH:24]3)[cH:15][c:16]21.[Cl-:39].[NH4+:40].[Na+:37].[Na+:38].[OH2:41]>>[C:1](=[O:2])([OH:3])[CH2:4][CH:5]1[CH2:6][CH2:7][c:8]2[c:9]1[nH:10][c:11]1[cH:12][cH:13][c:14]([O:17][CH2:18][c:19]3[cH:20][c:21]([C:30]([F:31])([F:32])[F:33])[c:22]([CH:25]4[CH2:26][CH2:27][CH2:28][CH2:29]4)[cH:23][cH:24]3)[cH:15][c:16]21. Starting materials: ClC1=CC2=C(N=CN=C2NC2=CC=C(C=C2)S(=O)(=O)C2=CC=CC=C2)C=N1 (6-chloro-4-(4-phenylsulphonylanilino)pyrido[3,4-d]pyrimidine), CN1CCNCC1 (1-methylpiperazine). The product is CN1CCN(CC1)C1=CC2=C(N=CN=C2NC2=CC=C(C=C2)S(=O)(=O)C2=CC=CC=C2)C=N1 (6-(1-Methylpiperazin-4-yl)-4-(4-phenylsulphonylanilino)-pyrido[3,4-d]pyrimidine). RXN SMILES: Cl[C:2]1[N:27]=[CH:26][C:5]2[N:6]=[CH:7][N:8]=[C:9]([NH:10][C:11]3[CH:16]=[CH:15][C:14]([S:17]([C:20]4[CH:25]=[CH:24][CH:23]=[CH:22][CH:21]=4)(=[O:19])=[O:18])=[CH:13][CH:12]=3)[C:4]=2[CH:3]=1.[CH3:28][N:29]1[CH2:34][CH2:33][NH:32][CH2:31][CH2:30]1>>[CH3:28][N:29]1[CH2:34][CH2:33][N:32]([C:2]2[N:27]=[CH:26][C:5]3[N:6]=[CH:7][N:8]=[C:9]([NH:10][C:11]4[CH:16]=[CH:15][C:14]([S:17]([C:20]5[CH:25]=[CH:24][CH:23]=[CH:22][CH:21]=5)(=[O:19])=[O:18])=[CH:13][CH:12]=4)[C:4]=3[CH:3]=2)[CH2:31][CH2:30]1. Procedure: Prepared according to Procedure C from 6-chloro-4-(4-phenylsulphonylanilino)pyrido[3,4-d]pyrimidine and 1-methylpiperazine; δH (CDCl3+DMSO) 9.66 (1H,s), 8.91 (1H,s), 8.52 (1H,s), 8.15 (2H, d), 7.88-7.98 (4H,m), 7.48-7.62 (4H,m), 3.66-3.74 (4H,m), 2.52-2.64 (4H,m), 2.38 (3H,s); m/z (M+1)+461.